Dataset: the Open Reaction Database (ORD), a public repository of structured organic reaction records. Task: describe an organic reaction: reactants, conditions, products, and yield Reactants: C(C)(C)(C)OC(OC1=CC=2C([C@H]([C@@H](CC2C=C1)S)NC(=O)OC(C)(C)C)(CC)CC)=O (carbonic acid 7-tert-butoxycarbonylamino-8,8-diethyl-trans-6-mercapto-5,6,7,8-tetrahydro-naphthalen-2-yl ester tert-butyl ester), IC (iodomethane), C([O-])([O-])=O.[K+].[K+] (potassium carbonate). Solvent: CC(=O)C (acetone). Product: C(C)(C)(C)OC(OC1=CC=2C([C@H]([C@@H](CC2C=C1)SC)NC(=O)OC(C)(C)C)(CC)CC)=O (Carbonic acid 7-tert-butoxycarbonylamino-8,8-diethyl-trans-6-methylsulfanyl-5,6,7,8-tetrahydro-naphthalen-2-yl ester tert-butyl ester). RXN SMILES: [C:1]([O:5][C:6](=[O:31])[O:7][C:8]1[CH:17]=[CH:16][C:15]2[CH2:14][C@@H:13]([SH:18])[C@H:12]([NH:19][C:20]([O:22][C:23]([CH3:26])([CH3:25])[CH3:24])=[O:21])[C:11]([CH2:29][CH3:30])([CH2:27][CH3:28])[C:10]=2[CH:9]=1)([CH3:4])([CH3:3])[CH3:2].IC.[C:34](=O)([O-])[O-].[K+].[K+]>CC(C)=O>[C:1]([O:5][C:6](=[O:31])[O:7][C:8]1[CH:17]=[CH:16][C:15]2[CH2:14][C@@H:13]([S:18][CH3:34])[C@H:12]([NH:19][C:20]([O:22][C:23]([CH3:26])([CH3:25])[CH3:24])=[O:21])[C:11]([CH2:29][CH3:30])([CH2:27][CH3:28])[C:10]=2[CH:9]=1)([CH3:3])([CH3:4])[CH3:2] |f:2.3.4|. Procedure: To a solution of carbonic acid 7-tert-butoxycarbonylamino-8,8-diethyl-trans-6-mercapto-5,6,7,8-tetrahydro-naphthalen-2-yl ester tert-butyl ester (28.2 mg, 0.062 mmol) in acetone (2 mL) was added the iodomethane (20 μL, 0.31 mmol) and the potassium carbonate (26 mg, 0.18 mmol), and stirred at reflux for 4 h. The mixture was quenched with H2O, diluted with Et2O (50 mL), washed with H2O, brine, dried over MgSO4. The residu was purified by a flash chromatography (10% AcOEt/Hex) (21.2 mg , 73%). 1H N... Starting materials: C=Cc1cc(OC)cc2c1C(=O)CCC2(C)C, CCOC(C)=O, [H][H]. Yields the product CCc1cc(OC)cc2c1C(=O)CCC2(C)C. RXN SMILES: [CH3:1][O:2][c:3]1[cH:4][c:5]2[c:10]([c:11]([CH:13]=[CH2:14])[cH:12]1)[C:9](=[O:15])[CH2:8][CH2:7][C:6]2([CH3:16])[CH3:17].[CH3:20][CH2:21][O:22][C:23](=[O:24])[CH3:25].[H:18][H:19]>>[CH3:1][O:2][c:3]1[cH:4][c:5]2[c:10]([c:11]([CH2:13][CH3:14])[cH:12]1)[C:9](=[O:15])[CH2:8][CH2:7][C:6]2([CH3:16])[CH3:17]. Starting materials: C1CCOC1, COc1ccc(NC2=C(c3ccccc3)C(=O)NC2=O)cc1, CCOC(=O)N=NC(=O)OCC, OCc1ccncc1, c1ccc(P(c2ccccc2)c2ccccc2)cc1. Product: COc1ccc(NC2=C(c3ccccc3)C(=O)N(Cc3ccncc3)C2=O)cc1. As a reaction SMILES: [CH2:62]1[O:63][CH2:64][CH2:65][CH2:66]1.[CH3:1][O:2][c:3]1[cH:4][cH:5][c:6]([NH:9][C:10]2=[C:14]([c:15]3[cH:16][cH:17][cH:18][cH:19][cH:20]3)[C:13](=[O:21])[NH:12][C:11]2=[O:22])[cH:7][cH:8]1.[O:31]=[C:32]([O:33][CH2:34][CH3:35])[N:36]=[N:37][C:38]([O:39][CH2:40][CH3:41])=[O:42].[OH:23][CH2:24][c:25]1[cH:26][cH:27][n:28][cH:29][cH:30]1.[c:43]1([P:44]([c:45]2[cH:46][cH:47][cH:48][cH:49][cH:50]2)[c:51]2[cH:52][cH:53][cH:54][cH:55][cH:56]2)[cH:57][cH:58][cH:59][cH:60][cH:61]1>>[CH3:1][O:2][c:3]1[cH:4][cH:5][c:6]([NH:9][C:10]2=[C:14]([c:15]3[cH:16][cH:17][cH:18][cH:19][cH:20]3)[C:13](=[O:21])[N:12]([CH2:24][c:25]3[cH:26][cH:27][n:28][cH:29][cH:30]3)[C:11]2=[O:22])[cH:7][cH:8]1. The reactants are C(C)O (ethanol), BrC1=C(C=C(N)C(=C1)[N+](=O)[O-])F (4-bromo-3-fluoro-6-nitroaniline), Cl[Sn]Cl (SnCl2), C(=O)(O)[O-].[Na+] (NaHCO3). The solvent is O (H2O), C(C)(=O)OCC (ethyl acetate), hexanes, C(C)(=O)OCC (ethyl acetate). Yields the product BrC1=CC(=C(C=C1F)N)N (4-Bromo-5-fluoro-1,2-diaminobenzene), powder. The yield is 99.0%. RXN SMILES: [Br:1][C:2]1[CH:8]=[C:7]([N+:9]([O-])=O)[C:5]([NH2:6])=[CH:4][C:3]=1[F:12].Cl[Sn]Cl.C(O)C.C([O-])(O)=O.[Na+]>C(OCC)(=O)C.O>[Br:1][C:2]1[C:3]([F:12])=[CH:4][C:5]([NH2:6])=[C:7]([NH2:9])[CH:8]=1 |f:3.4|. Procedure: 4-Bromo-5-fluoro-1,2-diaminobenzene was prepared using an adaptation of the method of Bellamy et al. (Bellamy, F. D. et al., Tetrahedron Lett. 25:839 (1984)). A mixture of 4-bromo-3-fluoro-6-nitroaniline (320 mg, 1.36 mmol) and SnCl2 ·2H2O (1.53 g, 6.81 mmol) dissolved in 7 mL ethyl acetate and 3 mL absolute ethanol under N2 was heated at 75° C. for 8 h. Some starting material had remained (by TLC) after only 1 h heating. All the starting material had reacted after 8 h as evidenced by TLC (silic... The reactants are Cc1nn(C)c(C)c1Oc1cc(Br)cnc1C#N, [H-], [Na+], CN(C)C=O, O, Sc1ccccn1. Yields the product Cc1nn(C)c(C)c1Oc1cc(Sc2ccccn2)cnc1C#N. As a reaction SMILES: [Br:1][c:2]1[cH:3][c:4]([O:10][c:11]2[c:12]([CH3:18])[n:13][n:14]([CH3:17])[c:15]2[CH3:16])[c:5]([C:8]#[N:9])[n:6][cH:7]1.[H-:31].[Na+:32].[O:26]=[CH:27][N:28]([CH3:29])[CH3:30].[OH2:33].[SH:19][c:20]1[cH:21][cH:22][cH:23][cH:24][n:25]1>>[c:2]1([S:19][c:20]2[cH:21][cH:22][cH:23][cH:24][n:25]2)[cH:3][c:4]([O:10][c:11]2[c:12]([CH3:18])[n:13][n:14]([CH3:17])[c:15]2[CH3:16])[c:5]([C:8]#[N:9])[n:6][cH:7]1. The reactants are [H-].[Na+] (NaH), C(OC)Cl (MOM-Cl), COCOC1=C(C(=CC=C1C)OCOC)C1(CC1)C(=O)OCC (ethyl 1-[2,6-bis(methoxymethoxy)-3-methyl-phenyl]cyclopropanecarboxylate), COCOC1=C(C(=CC=C1C)OCOC)C1(CC1)C(=O)OCC (ethyl 1-[2,6-bis(methoxymethoxy)-3-methyl-phenyl]cyclopropanecarboxylate), O (water), [H-].[H-].[H-].[H-].[Li+].[Al+3] (LiAlH4). Run in C(C)O (ethanol). Reaction conditions: temperature 50 celsius, time 8 hour. Yields the product OCC1(CC1)C1=C(C(=CC=C1OCOC)C)O (2-[1-(hydroxymethyl)cyclopropyl]-3-(methoxymethoxy)-6-methyl-phenol). Yield: 31.6%. As a reaction SMILES: COC[O:4][C:5]1[C:10]([CH3:11])=[CH:9][CH:8]=[C:7]([O:12][CH2:13][O:14][CH3:15])[C:6]=1[C:16]1([C:19](OCC)=[O:20])[CH2:18][CH2:17]1.O.[H-].[Na+].C(Cl)OC.[H-].[H-].[H-].[H-].[Li+].[Al+3]>C(O)C>[OH:20][CH2:19][C:16]1([C:6]2[C:7]([O:12][CH2:13][O:14][CH3:15])=[CH:8][CH:9]=[C:10]([CH3:11])[C:5]=2[OH:4])[CH2:17][CH2:18]1 |f:2.3,5.6.7.8.9.10|. Reported procedure: To a solution of ethyl 1-[2,6-bis(methoxymethoxy)-3-methyl-phenyl]cyclopropanecarboxylate (Intermediate 153, 300 mg, 0.93 mmol) in ethanol (10 ml) HCl 6N in water (0.4 mL, 2.4 mmol) was added and the reaction mixture was stirred overnight at 50° C. Combined solvents were removed under reduced pressure. The residue was suspended in dry toluene (10 mL) and the solvent evaporated. The obtained residue was dissolved in dry tetrahydrofuran (10 ml), the mixture was cooled to 0° C. and NaH (60% dispers... Reactants: ClCCl, C[Al](C)C, CN, CC(C)(C)c1cc(N)c(C(=O)[O-])s1. Yields the product CNC(=O)c1sc(C(C)(C)C)cc1N. RXN SMILES: [CH2:20]([Cl:21])[Cl:22].[CH3:14][Al:15]([CH3:16])[CH3:17].[CH3:18][NH2:19].[NH2:1][c:2]1[c:3]([C:11](=[O:12])[O-:13])[s:4][c:5]([C:7]([CH3:8])([CH3:9])[CH3:10])[cH:6]1>>[NH2:1][c:2]1[c:3]([C:11](=[O:13])[NH:19][CH3:18])[s:4][c:5]([C:7]([CH3:8])([CH3:9])[CH3:10])[cH:6]1.